This data is from the Open Reaction Database (ORD), a public repository of structured organic reaction records. The task is: describe an organic reaction: reactants, conditions, products, and yield The reactants are CCOC(=O)c1cc2c([n+]([O-])c1C)CCCCC2, [Na+], [OH-], O, O=[N+]([O-])O. Yields the product CCOC(=O)c1c([N+](=O)[O-])c2c([n+]([O-])c1C)CCCCC2. As a reaction SMILES: [CH3:5][c:6]1[c:7]([C:18](=[O:19])[O:20][CH2:21][CH3:22])[cH:8][c:9]2[c:10]([n+:11]1[O-:12])[CH2:13][CH2:14][CH2:15][CH2:16][CH2:17]2.[Na+:24].[OH-:23].[OH2:25].[OH:1][N+:2]([O-:3])=[O:4]>>[O-:1][N+:2](=[O:4])[c:8]1[c:7]([C:18](=[O:19])[O:20][CH2:21][CH3:22])[c:6]([CH3:5])[n+:11]([O-:12])[c:10]2[c:9]1[CH2:17][CH2:16][CH2:15][CH2:14][CH2:13]2. Starting materials: C(C)OC(=O)C=1C=NN(C1C(F)(F)F)C1=CC=CC(=N1)C1=C(OCC2=CC=C(C=C2)C2CCN(CC2)C(=O)OC(C)(C)C)C(=CC=C1)F (tert-Butyl 4-{4-[(2-[6-{4-(ethoxycarbonyl)-5-(trifluoromethyl)-1H-pyrazol-1-yl]pyridin-2-yl}-6-fluorophenoxy)methyl]phenyl}piperidine-1-carboxylate). Run in C(C)(=O)O (acetic acid), O (water). Yields the product FC=1C(=C(C=CC1)C1=CC=CC(=N1)N1N=CC(=C1C(F)(F)F)C(=O)OCC)OCC1=CC=C(C=C1)C1CCNCC1 (Ethyl 1-[6-(3-fluoro-2-{[4-(piperidin-4-yl)benzyl]oxy}phenyl)pyridin-2-yl]-5-(trifluoromethyl)-1H-pyrazole-4-carboxylate). RXN SMILES: [CH2:1]([O:3][C:4]([C:6]1[CH:7]=[N:8][N:9]([C:15]2[N:20]=[C:19]([C:21]3[CH:47]=[CH:46][CH:45]=[C:44]([F:48])[C:22]=3[O:23][CH2:24][C:25]3[CH:30]=[CH:29][C:28]([CH:31]4[CH2:36][CH2:35][N:34](C(OC(C)(C)C)=O)[CH2:33][CH2:32]4)=[CH:27][CH:26]=3)[CH:18]=[CH:17][CH:16]=2)[C:10]=1[C:11]([F:14])([F:13])[F:12])=[O:5])[CH3:2]>C(O)(=O)C.O>[F:48][C:44]1[C:22]([O:23][CH2:24][C:25]2[CH:26]=[CH:27][C:28]([CH:31]3[CH2:36][CH2:35][NH:34][CH2:33][CH2:32]3)=[CH:29][CH:30]=2)=[C:21]([C:19]2[N:20]=[C:15]([N:9]3[C:10]([C:11]([F:13])([F:14])[F:12])=[C:6]([C:4]([O:3][CH2:1][CH3:2])=[O:5])[CH:7]=[N:8]3)[CH:16]=[CH:17][CH:18]=2)[CH:47]=[CH:46][CH:45]=1. Reported procedure: A solution of the title compound from Example 5 Step B (800 mg, 1.20 mmol) in acetic acid (4 mL) and water (1 mL) was stirred at 90° C. for 14 h. The reaction mixture was allowed to cool to ambient temperature and evaporated in vacuo. The product was used in the subsequent step without further purification: LCMS m/z 568.8 [M+H]+.